From a dataset of the Open Reaction Database (ORD), a public repository of structured organic reaction records. describe an organic reaction: reactants, conditions, products, and yield Starting materials: C(C)(=O)[O-].[Na+] (Sodium acetate), [N+](=O)([O-])C1=C2C(OC(C2=CC=C1)=O)=O (4-nitroisobenzofuran-1,3-dione), FC1=C(C=C(C=C1)CC(=O)O)C(=O)N1CCC(CC1)OC (2-(4-fluoro-3-(4-methoxypiperidine-1-carbonyl)phenyl)acetic Acid). Conditions: temperature 240 celsius, time 30 minute. The product is FC1=C(C=C(\C=C\2/OC(C3=CC=CC(=C23)[N+](=O)[O-])=O)C=C1)C(=O)N1CCC(CC1)OC ((Z)-3-(4-fluoro-3-(4-methoxypiperidine-1-carbonyl)benzylidene)-4-nitroisobenzofuran-1(3H)-one). Yield: 6.9%. As a reaction SMILES: C([O-])(=O)C.[Na+].[N+:6]([C:9]1[CH:17]=[CH:16][CH:15]=[C:14]2[C:10]=1[C:11](=O)[O:12][C:13]2=[O:18])([O-:8])=[O:7].[F:20][C:21]1[CH:26]=[CH:25][C:24]([CH2:27]C(O)=O)=[CH:23][C:22]=1[C:31]([N:33]1[CH2:38][CH2:37][CH:36]([O:39][CH3:40])[CH2:35][CH2:34]1)=[O:32]>>[F:20][C:21]1[CH:26]=[CH:25][C:24](/[CH:27]=[C:11]2\[O:12][C:13](=[O:18])[C:14]3[C:10]\2=[C:9]([N+:6]([O-:8])=[O:7])[CH:17]=[CH:16][CH:15]=3)=[CH:23][C:22]=1[C:31]([N:33]1[CH2:34][CH2:35][CH:36]([O:39][CH3:40])[CH2:37][CH2:38]1)=[O:32] |f:0.1|. Procedure: Sodium acetate (6.97 mg, 0.08 mmol) was added to 4-nitroisobenzofuran-1,3-dione (558 mg, 2.89 mmol) and 2-(4-fluoro-3-(4-methoxypiperidine-1-carbonyl)phenyl)acetic acid (43) (502 mg, 1.70 mmol) under air. The resulting mixture was stirred at 240° C. for 30 minutes. The cooled mixture was purified by flash silica chromatography, elution gradient 0 to 100% ethyl acetate in isohexane. Pure fractions were evaporated to dryness to afford the desired material as a yellow gum (50 mg, 6.90% yield); 1H N...